From a dataset of the Open Reaction Database (ORD), a public repository of structured organic reaction records. describe an organic reaction: reactants, conditions, products, and yield Starting materials: CC=1C=CC(=NC1)N1N=CC2=CC(=CC=C12)[N+](=O)[O-] (1-(5-methylpyridin-2-yl)-5-nitro-1H-indazole), CC=1C=CC(=NC1)N1N=C2C=CC(=CC2=C1)[N+](=O)[O-] (2-(5-methylpyridin-2-yl)-5-nitro-2H-indazole). The reagents and catalysts are [Pd] (Pd/C). Run in CCO (EtOH). Reaction conditions: time 12 hour. The product is CC=1C=CC(=NC1)N1N=CC2=CC(=CC=C12)N (1-(5-methylpyridin-2-yl)-1H-indazol-5-amine). As a reaction SMILES: [CH3:1][C:2]1[CH:3]=[CH:4][C:5]([N:8]2[C:16]3[C:11](=[CH:12][C:13]([N+:17]([O-])=O)=[CH:14][CH:15]=3)[CH:10]=[N:9]2)=[N:6][CH:7]=1.CC1C=CC(N2C=C3C(C=CC([N+]([O-])=O)=C3)=N2)=NC=1>CCO.[Pd]>[CH3:1][C:2]1[CH:3]=[CH:4][C:5]([N:8]2[C:16]3[C:11](=[CH:12][C:13]([NH2:17])=[CH:14][CH:15]=3)[CH:10]=[N:9]2)=[N:6][CH:7]=1. Procedure: The mixture of 1-(5-methylpyridin-2-yl)-5-nitro-1H-indazole and 2-(5-methylpyridin-2-yl)-5-nitro-2H-indazole was dissolved in EtOH (20 mL), and 10% Pd/C (250 mg) was added. Under H2 atmosphere, the mixture was stirred at room temperature for 12 h, filtered and concentrated in vacuo. The residue was chromatographed on silica gel eluting with AcOEt/Hexane to give the title compound as white crystals (76 mg). Procedure details: 50.2 g of N-methyl-N-(2-nitrophenyl)methanesulfonamide, prepared by the procedure of Example 5, is added to 220 ml of concentrated HCl and contacted with 183.3 g of SnCl2.2H2O. The mixture is heated on a steam bath for one hour. The reaction mixture is treated with enough 5-10% NaOH to raise the pH to 9 while maintaining the temperature of the mixture less than 25° C. The crude reaction mixture is then extracted with CH2Cl2. The CH2Cl2 extracts are dried with MgSO4 and then filtered and concentr... Yields the product NC1=C(C=CC=C1)N(S(=O)(=O)C)C (N-(2-Aminophenyl)-N-methyl methanesulfonamide). As a reaction SMILES: [CH3:1][N:2]([C:7]1[CH:12]=[CH:11][CH:10]=[CH:9][C:8]=1[N+:13]([O-])=O)[S:3]([CH3:6])(=[O:5])=[O:4].O.O.Cl[Sn]Cl.[OH-].[Na+]>Cl>[NH2:13][C:8]1[CH:9]=[CH:10][CH:11]=[CH:12][C:7]=1[N:2]([CH3:1])[S:3]([CH3:6])(=[O:5])=[O:4] |f:1.2.3,4.5|. The solvent is Cl (HCl). Starting materials: CN(S(=O)(=O)C)C1=C(C=CC=C1)[N+](=O)[O-] (N-methyl-N-(2-nitrophenyl)methanesulfonamide), O.O.Cl[Sn]Cl (SnCl2.2H2O), [OH-].[Na+] (NaOH). Solvent: O1CCCC1 (tetrahydrofuran), O1CCCC1 (THF). Reaction SMILES: [Li:1].C1([P:8]2[C:12]([CH3:13])=[C:11]([CH3:14])[C:10]([CH3:15])=[C:9]2[CH3:16])C=CC=CC=1>O1CCCC1>[Li:1].[CH3:16][C:9]1[PH:8][C:12]([CH3:13])=[C:11]([CH3:14])[C:10]=1[CH3:15] |f:3.4,^1:0,21|. Conditions: temperature 0 celsius, time 8 hour. Starting materials: compound 9, [Li] (lithium), C1(=CC=CC=C1)P1C(=C(C(=C1C)C)C)C (1-phenyl-2,3,4,5-tetramethyl-phosphol), C1(=CC=CC=C1)P1C(=C(C(=C1C)C)C)C (1-phenyl-2,3,4,5-tetramethyl-phosphol). Procedure details: Corresponding to the procedure described in Organometallics 7 (1988), 921, 0.52 g (0.074 mole) lithium was added to a solution of 7 g (0.032 mole) of compound 7 in 150 ml tetrahydrofuran (THF) and was stirred overnight. The red solution obtained was filtered through a frit to remove residual solids and the filtrate was cooled to 0° C. Thereafter, a solution of 1.45 g (0.01 mole) AlCl in 20 ml THF was added drop-wise and the solution was brought to room temperature. An aliquot portion was taken f... Yields the product [Li].CC=1PC(=C(C1C)C)C (lithium 2,3,4,5-tetramethyl-phosphol).